From a dataset of the Open Reaction Database (ORD), a public repository of structured organic reaction records. describe an organic reaction: reactants, conditions, products, and yield Starting materials: C(CCCCCCC)(=O)Cl (octanoyl chloride), [OH-].[Na+] (sodium hydroxide), OC1=CC=C(C#N)C=C1 (4-hydroxybenzonitrile), O.[Br-].[Ca+2].[Br-] (calcium bromide monohydrate), ClCl (chlorine), ClCl (Chlorine), [OH-].[Na+] (sodium hydroxide), BrBr (bromine). Run in C1(=CC=CC=C1)C (toluene), O (water). Reaction conditions: time 1 hour. Yields the product C(CCCCCCC)(=O)OC1=C(C=C(C=C1Br)C#N)Br ((2,6-Dibromo-4-cyanophenyl) octanoate). Yield: 155.9%. RXN SMILES: [OH-].[Na+].[OH:3][C:4]1[CH:11]=[CH:10][C:7]([C:8]#[N:9])=[CH:6][CH:5]=1.O.[Br-:13].[Ca+2].[Br-:15].ClCl.BrBr.[C:20](Cl)(=[O:28])[CH2:21][CH2:22][CH2:23][CH2:24][CH2:25][CH2:26][CH3:27]>C1(C)C=CC=CC=1.O>[C:20]([O:3][C:4]1[C:11]([Br:13])=[CH:10][C:7]([C:8]#[N:9])=[CH:6][C:5]=1[Br:15])(=[O:28])[CH2:21][CH2:22][CH2:23][CH2:24][CH2:25][CH2:26][CH3:27] |f:0.1,3.4.5.6|. Reported procedure: To a 1 L flask fitted with a condenser, mechanical stirrer, condenser, gas inlet port, and a sodium hydroxide scrubber was charged 4-hydroxybenzonitrile (62.5 g, 525 mmol), calcium bromide monohydrate (125.9 g, 577 mmol), and water (350 mls). To the resulting suspension was slowly added a 46% w/w sodium hydroxide solution (160 g, 1838 mmol) such that the temperature did not rise above 30° C. Chlorine gas (85 g, 1197 mmol) was bubbled into the suspension at such a rate that the temperature did no... Starting materials: ClC=1C=C(C(=O)NNC(=S)N)C=CN1 (1-(2-Chloroisonicotinoyl)thiosemicarbazide), ice water, N (NH3). The product is ClC1=NC=CC(=C1)C1=NN=C(S1)N (5-(2-Chloropyridin-4-yl)-1,3,4-thiadiazol-2-amine). The yield is 93.0%. As a reaction SMILES: [Cl:1][C:2]1[CH:3]=[C:4]([CH:12]=[CH:13][N:14]=1)[C:5]([NH:7][NH:8][C:9]([NH2:11])=[S:10])=O.N>>[Cl:1][C:2]1[CH:3]=[C:4]([C:5]2[S:10][C:9]([NH2:11])=[N:8][N:7]=2)[CH:12]=[CH:13][N:14]=1. Procedure: To a flask was weighed 42 g of PPA. Preheated the flask to 100° C. and then 2.4 g (10 mmol) of 8.1.B were added in portions into the flask. After an hour, ice water was added to dilute the reaction and the pH was adjusted to 7 with aqueous NH3. Bright yellow precipitates were generated. Filtered and the precipitates were dried. LC/MS of the precipitates showed to be the product. 2.05 g of 8.1.C was generated with a yield of 93%. The reactants are C(C)(C)(C)OC(N[C@@H](C(C)C)C(N[C@@H](CC(C)C)B1O[C@]2([C@@H]3C([C@H](C[C@H]2O1)C3)(C)C)C)=O)=O ({(S)-2-Methyl-1-[(R)-3-methyl-1-((1S,2S,6R,8S)-2,9,9-trimethyl-3,5-dioxa-4-bora-tricyclo[6.1.1.02,6]dec-4-yl)-butylcarbamoyl-]propyl}-carbamic acid tert-butyl ester), C(C)(C)(C)OC(=O)N[C@H](C(=O)O)CC1=C(C(=C(C=C1)OC)OC)OC ((S)-2-tert-Butoxycarbonylamino-3-(2,3,4-trimethoxy-phenyl)-propionic acid), O(C1=CC=CC=C1)C=1C=C(C=CC1)CC(=O)O ((3-Phenoxy-phenyl)-acetic acid). Yields the product CC([C@@H](C(=O)N[C@@H](CC(C)C)B1O[C@]2([C@@H]3C([C@H](C[C@H]2O1)C3)(C)C)C)NC([C@H](CC3=C(C(=C(C=C3)OC)OC)OC)NC(CC3=CC(=CC=C3)OC3=CC=CC=C3)=O)=O)C ((S)-3-Methyl-N-[(R)-3-methyl-1-((1S,2S,6R,8S)-2,9,9-trimethyl-3,5-dioxa-4-bora-tricyclo[6.1.1.02,6]dec-4-yl)-butyl]-2-[(S)-2-[2-(3-phenoxy-phenyl)-acetylamino]-3-(2,3,4-trimethoxy-phenyl)-propionylamino]-butyramide). Reaction SMILES: C(O[C:6](=[O:33])[NH:7][C@H:8]([C:12](=[O:32])[NH:13][C@H:14]([B:19]1[O:27][C@H:26]2[C@:21]([CH3:31])([C@H:22]3[CH2:28][C@@H:24]([CH2:25]2)[C:23]3([CH3:30])[CH3:29])[O:20]1)[CH2:15][CH:16]([CH3:18])[CH3:17])[CH:9]([CH3:11])[CH3:10])(C)(C)C.C(O[C:39]([NH:41][C@@H:42]([CH2:46][C:47]1[CH:52]=[CH:51][C:50]([O:53][CH3:54])=[C:49]([O:55][CH3:56])[C:48]=1[O:57][CH3:58])C(O)=O)=[O:40])(C)(C)C.[O:59]([C:66]1[CH:67]=[C:68]([CH2:72]C(O)=O)[CH:69]=[CH:70][CH:71]=1)[C:60]1[CH:65]=[CH:64][CH:63]=[CH:62][CH:61]=1>>[CH3:10][CH:9]([CH3:11])[C@H:8]([NH:7][C:6](=[O:33])[C@@H:42]([NH:41][C:39](=[O:40])[CH2:72][C:68]1[CH:69]=[CH:70][CH:71]=[C:66]([O:59][C:60]2[CH:65]=[CH:64][CH:63]=[CH:62][CH:61]=2)[CH:67]=1)[CH2:46][C:47]1[CH:52]=[CH:51][C:50]([O:53][CH3:54])=[C:49]([O:55][CH3:56])[C:48]=1[O:57][CH3:58])[C:12]([NH:13][C@H:14]([B:19]1[O:27][C@H:26]2[C@:21]([CH3:31])([C@H:22]3[CH2:28][C@@H:24]([CH2:25]2)[C:23]3([CH3:30])[CH3:29])[O:20]1)[CH2:15][CH:16]([CH3:17])[CH3:18])=[O:32]. Procedure: The title compound is prepared from {(S)-2-Methyl-1-[(R)-3-methyl-1-((1S,2S,6R,8S)-2,9,9-trimethyl-3,5-dioxa-4-bora-tricyclo[6.1.1.02,6]dec-4-yl)-butylcarbamoyl]-propyl}-carbamic acid tert-butyl ester ((A) in Synthetic Scheme 2) by reiteration of the 2-step (deprotection/coupling) procedure described in example 1 but using (S)-2-tert-Butoxycarbonylamino-3-(2,3,4-trimethoxy-phenyl)-propionic acid ((D) in Synthetic Scheme 2) and (3-Phenoxy-phenyl)-acetic acid ((F) in Synthetic Scheme 2) (Trans Wor... The product is COC1=NC(=NC(=N1)OC)NC(=O)NS(=O)(=O)C1=C(C=CC=C1)C=C (N-[(4,6-Dimethoxy-1,3,5-triazin-2-yl)aminocarbonyl]-2-ethenylbenzenesulfonamide). Reaction conditions: time 1.5 hour. RXN SMILES: Cl[C:2]1[N:7]=[C:6](Cl)[N:5]=[C:4]([NH:9][C:10]([NH:12][S:13]([C:16]2[CH:21]=[CH:20][CH:19]=[CH:18][C:17]=2[CH:22]=[CH2:23])(=[O:15])=[O:14])=[O:11])[N:3]=1.[CH3:24][O-:25].[Na+].[CH3:27][OH:28]>>[CH3:24][O:25][C:2]1[N:7]=[C:6]([O:28][CH3:27])[N:5]=[C:4]([NH:9][C:10]([NH:12][S:13]([C:16]2[CH:21]=[CH:20][CH:19]=[CH:18][C:17]=2[CH:22]=[CH2:23])(=[O:15])=[O:14])=[O:11])[N:3]=1 |f:1.2|. Reported procedure: The crude 2-ethenyl-N-[(4,6-dichloro-1,3,5-triazin-2-yl)aminocarbonyl]benzenesulfonamide of Example 6 is contacted with methanol (10 ml) and then with a solution of sodium methoxide (14 mmol) in methanol. The mixture is then stirred at room temperature for 1.5 hours and evaporated to dryness. Subsequently, the residue is taken up in water, filtered to remove unwanted solids, and acidified to precipitate the product. The crystalline product obtained can be purified by chromatography on silica gel... The reactants are ClC1=NC(=NC(=N1)Cl)NC(=O)NS(=O)(=O)C1=C(C=CC=C1)C=C (N-[(4,6-Dichloro-1,3,5-triazin-2-yl)aminocarbonyl]-2-ethenylbenzenesulfonamide), CO (methanol), C[O-].[Na+] (sodium methoxide), CO (methanol). Starting materials: COC=1C=C(C=CC1OC)S(=O)(=O)CC(=O)O ((3,4-dimethoxyphenylsulfonyl)acetic acid), O=P(Cl)(Cl)Cl (POCl3), N1=CNC2=C1C=CC(=C2)C(=O)NN (benzimidazol-5-carbohydrazide), COC=1C=CC(=CC1)P2(=S)SP(=S)(S2)C=3C=CC(=CC3)OC (Lawesson's reagent). The product is COC=1C=C(C=CC1OC)S(=O)(=O)CC1=NN=C(S1)C1=CC2=C(NC=N2)C=C1 (5-(5-((3,4-Dimethoxyphenylsulfonyl)methyl)-1,3,4-thiadiazol-2-yl)-1H-benzo[d]imidazole). As a reaction SMILES: [CH3:1][O:2][C:3]1[CH:4]=[C:5]([S:11]([CH2:14][C:15](O)=O)(=[O:13])=[O:12])[CH:6]=[CH:7][C:8]=1[O:9][CH3:10].[N:18]1[C:22]2[CH:23]=[CH:24][C:25]([C:27]([NH:29][NH2:30])=O)=[CH:26][C:21]=2[NH:20][CH:19]=1.COC1C=CC(P2(SP(C3C=CC(OC)=CC=3)(=S)S2)=[S:40])=CC=1.O=P(Cl)(Cl)Cl>>[CH3:1][O:2][C:3]1[CH:4]=[C:5]([S:11]([CH2:14][C:15]2[S:40][C:27]([C:25]3[CH:24]=[CH:23][C:22]4[NH:18][CH:19]=[N:20][C:21]=4[CH:26]=3)=[N:29][N:30]=2)(=[O:12])=[O:13])[CH:6]=[CH:7][C:8]=1[O:9][CH3:10]. Reported procedure: The compound was synthesized starting from (3,4-dimethoxyphenylsulfonyl)acetic acid (261 mg; 1 mmol), benzimidazol-5-carbohydrazide (176 mg; 1 mmol), Lawesson's reagent (606 mg; 1.5 mmol) and POCl3 (0.137 ml; 1.5 mmol) as described in method 3 but purified by flash chromatography on silica using a CHCl3/MeOH gradient; yield: 0.026 g (6.3%); MS m/z: 417.2 [M+H]hu +; 1H-NMR (DMSO d6, 400 MHz): δ 3.76 (s, 3H); 3.81 (s, 3H); 5.38 (s, 2H); 7.13 (d, 1H3J=8.7 Hz); 7.30 (d, 1H, 4J=2.1 Hz); 7.36 (dd, 1H,... Reactants: [N+](=O)([O-])C1=C(C=CC=C1)O (2-Nitrophenol), ice water, C([O-])([O-])=O.[K+].[K+] (potassium carbonate), CN(C(CBr)=O)C1=CC=CC=C1 (N-methyl-N-phenyl-2-bromoacetamide). Solvent: CN(C=O)C (N,N-dimethylformamide). Run at temperature 67.5 celsius, time 3 hour. Yields the product CN(C(COC1=C(C=CC=C1)[N+](=O)[O-])=O)C1=CC=CC=C1 (N-Methyl-N-phenyl-2-(2-nitrophenoxy)acetamide). Reaction SMILES: [N+:1]([C:4]1[CH:9]=[CH:8][CH:7]=[CH:6][C:5]=1[OH:10])([O-:3])=[O:2].C(=O)([O-])[O-].[K+].[K+].[CH3:17][N:18]([C:23]1[CH:28]=[CH:27][CH:26]=[CH:25][CH:24]=1)[C:19](=[O:22])[CH2:20]Br>CN(C)C=O>[CH3:17][N:18]([C:23]1[CH:28]=[CH:27][CH:26]=[CH:25][CH:24]=1)[C:19](=[O:22])[CH2:20][O:10][C:5]1[CH:6]=[CH:7][CH:8]=[CH:9][C:4]=1[N+:1]([O-:3])=[O:2] |f:1.2.3|. Procedure: 2-Nitrophenol S7 (2.8 g), anhydrous potassium carbonate (4.1 g), and N-methyl-N-phenyl-2-bromoacetamide (4.5 g) were suspended in N,N-dimethylformamide (50 ml), and the resulting suspension was stirred at 65-70° C. for 3 hours. The reaction mixture was poured into ice-water and extracted with ethyl acetate. The extract was washed with water and brine, then dried over anhydrous magnesium sulfate. The solvent was distilled off, obtaining 5.4 g of the compound S8. The reactants are B, CSC, COc1cc2c(cc1[N+](=O)[O-])NC(=O)CC2(C)C, C1CCOC1. The product is COc1cc2c(cc1[N+](=O)[O-])NCCC2(C)C. RXN SMILES: [BH3:22].[CH3:19][S:20][CH3:21].[CH3:1][C:2]1([CH3:18])[CH2:3][C:4](=[O:17])[NH:5][c:6]2[cH:7][c:8]([N+:14](=[O:15])[O-:16])[c:9]([O:12][CH3:13])[cH:10][c:11]21.[O:23]1[CH2:24][CH2:25][CH2:26][CH2:27]1>>[CH3:1][C:2]1([CH3:18])[CH2:3][CH2:4][NH:5][c:6]2[cH:7][c:8]([N+:14](=[O:15])[O-:16])[c:9]([O:12][CH3:13])[cH:10][c:11]21. Starting materials: N1C=CC=2C1=[N+](C=CC2)[O-] (1H-Pyrrolo[2,3-b]pyridine 7-oxide), S(=O)(=O)(OC)OC (Dimethyl sulfate), N (ammonia). The solvent is C(C)#N (acetonitrile), CO (methanol). Run at temperature 60 celsius, time 16 hour. The product is N1C=CC=2C1=NC(=CC2)N (1H-pyrrolo[2,3-b]pyridin-6-ylamine). The yield is 46.0%. Reaction SMILES: [NH:1]1[C:5]2=[N+:6]([O-])[CH:7]=[CH:8][CH:9]=[C:4]2[CH:3]=[CH:2]1.S(OC)(OC)(=O)=O.[NH3:18]>C(#N)C.CO>[NH:1]1[C:5]2=[N:6][C:7]([NH2:18])=[CH:8][CH:9]=[C:4]2[CH:3]=[CH:2]1. Reported procedure: 1H-Pyrrolo[2,3-b]pyridine 7-oxide, 3-chlorobenzoic acid complex (1.5 g, 5.16 mmol) was suspended in acetonitrile (10 mL). Dimethyl sulfate (0.54 mL, 5.68 mmol) was added and the reaction mixture was warmed to 60° C. After 16 h, the mixture was transferred to a thick-walled pressure tube and 7M ammonia in methanol solution (11 mL) was added. The tube was sealed and warmed to 55° C. After 16 h, the solvent was evaporated and the residue was taken up in dichloromethane and 10% sodium carbonate solu... Starting materials: C(C)(=O)NCCNC1=CC(=NC(=N1)C1=CC=CC=C1)NC(C(=O)OC)=O (Methyl [(6-{[2-(acetylamino)ethyl]amino}-2-phenylpyrimidin-4-yl)amino](oxo)acetate), C(C1=CC=CC=C1)C1CCNCC1 (4-benzylpiperidine). The solvent is CS(=O)C (DMSO). Product: C(C)(=O)NCCNC1=CC(=NC(=N1)C1=CC=CC=C1)NC(C(=O)O)=O ([(6-{[2-(Acetylamino)ethyl]amino}-2-phenylpyrimidin-4-yl)amino](oxo)acetic acid). Yield: 68.7%. Reaction SMILES: [C:1]([NH:4][CH2:5][CH2:6][NH:7][C:8]1[N:13]=[C:12]([C:14]2[CH:19]=[CH:18][CH:17]=[CH:16][CH:15]=2)[N:11]=[C:10]([NH:20][C:21](=[O:26])[C:22]([O:24]C)=[O:23])[CH:9]=1)(=[O:3])[CH3:2].C(C1CCNCC1)C1C=CC=CC=1>CS(C)=O>[C:1]([NH:4][CH2:5][CH2:6][NH:7][C:8]1[N:13]=[C:12]([C:14]2[CH:19]=[CH:18][CH:17]=[CH:16][CH:15]=2)[N:11]=[C:10]([NH:20][C:21](=[O:26])[C:22]([OH:24])=[O:23])[CH:9]=1)(=[O:3])[CH3:2]. Procedure: Methyl [(6-{[2-(acetylamino)ethyl]amino}-2-phenylpyrimidin-4-yl)amino](oxo)acetate (50 mg) was dissolved in DMSO (420 μl) with stirring. To this were added 4-benzylpiperidine (74 μl) and activated powdered 4 angstrom molecular sieves and the mixture left to stir at room temperature for 5 hrs. After this time the reaction was filtered and first dichloromethane (1.6 ml) then PS-NCO (0.58 g) were added and the mixture left to stir for 1 hr. The resulting slurry was filtered, then partitioned betwee... The reactants are C(C)(=O)N1CC(C1)C1=CC=C(C=C1)[C@@H](CC(=O)C1=CC(=NC=C1)C)C1=C(C=CC=C1)C ((R)-3-(4-(1-acetylazetidin-3-yl)phenyl)-1-(2-methylpyridin-4-yl)-3-o-tolylpropan-1-one), Cl.NO (hydroxylamine hydrochloride), C(O)([O-])=O.[Na+] (sodium hydrogencarbonate). Yields the product O\N=C(/C[C@@H](C1=C(C=CC=C1)C)C1=CC=C(C=C1)C1CN(C1)C(C)=O)\C1=CC(=NC=C1)C ((R,E)-1-(3-(4-(3-(Hydroxyimino)-3-(2-methylpyridin-4-yl)-1-o-tolylpropyl)phenyl)-azetidin-1-yl)ethanone). Reaction SMILES: [C:1]([N:4]1[CH2:7][CH:6]([C:8]2[CH:13]=[CH:12][C:11]([C@H:14]([C:25]3[CH:30]=[CH:29][CH:28]=[CH:27][C:26]=3[CH3:31])[CH2:15][C:16]([C:18]3[CH:23]=[CH:22][N:21]=[C:20]([CH3:24])[CH:19]=3)=O)=[CH:10][CH:9]=2)[CH2:5]1)(=[O:3])[CH3:2].Cl.[NH2:33][OH:34].C(=O)([O-])O.[Na+]>>[OH:34]/[N:33]=[C:16](/[C:18]1[CH:23]=[CH:22][N:21]=[C:20]([CH3:24])[CH:19]=1)\[CH2:15][C@H:14]([C:11]1[CH:10]=[CH:9][C:8]([CH:6]2[CH2:5][N:4]([C:1](=[O:3])[CH3:2])[CH2:7]2)=[CH:13][CH:12]=1)[C:25]1[CH:30]=[CH:29][CH:28]=[CH:27][C:26]=1[CH3:31] |f:1.2,3.4|. Reported procedure: In analogy to example 1, step 2, from (R)-3-(4-(1-acetylazetidin-3-yl)phenyl)-1-(2-methylpyridin-4-yl)-3-o-tolylpropan-1-one and hydroxylamine hydrochloride in the presence of sodium hydrogencarbonate was prepared the title compound as a colourless oil, MS (ESI+): m/z=428.1 ([M+H]+).